From a dataset of the Open Reaction Database (ORD), a public repository of structured organic reaction records. describe an organic reaction: reactants, conditions, products, and yield The reactants are N1(CCCCC1)CC1=CC=C(C=C1)NC(=O)C1=CC2=CC(=CC=C2C=C1)C1=CC=CC=C1 (N-[4-(piperidinomethyl)-phenyl]-7-phenylnaphthalene-2-carboxamide), CI (methyl iodide). Solvent: CN(C)C=O (DMF). Reaction conditions: time 16 hour. The product is [I-].C1(=CC=CC=C1)C1=CC=C2C=CC(=CC2=C1)C(=O)NC1=CC=C(C[N+]2(CCCCC2)C)C=C1 (1-[4-(7-phenylnaphthalene-2-carboxamido)-benzyl]-1-methylpiperidinium iodide). RXN SMILES: [N:1]1([CH2:7][C:8]2[CH:13]=[CH:12][C:11]([NH:14][C:15]([C:17]3[CH:26]=[CH:25][C:24]4[C:19](=[CH:20][C:21]([C:27]5[CH:32]=[CH:31][CH:30]=[CH:29][CH:28]=5)=[CH:22][CH:23]=4)[CH:18]=3)=[O:16])=[CH:10][CH:9]=2)[CH2:6][CH2:5][CH2:4][CH2:3][CH2:2]1.[CH3:33][I:34]>CN(C=O)C>[I-:34].[C:27]1([C:21]2[CH:20]=[C:19]3[C:24]([CH:25]=[CH:26][C:17]([C:15]([NH:14][C:11]4[CH:12]=[CH:13][C:8]([CH2:7][N+:1]5([CH3:33])[CH2:2][CH2:3][CH2:4][CH2:5][CH2:6]5)=[CH:9][CH:10]=4)=[O:16])=[CH:18]3)=[CH:23][CH:22]=2)[CH:28]=[CH:29][CH:30]=[CH:31][CH:32]=1 |f:3.4|. Procedure details: In DMF (3ml) was dissolved N-[4-(piperidinomethyl)-phenyl]-7-phenylnaphthalene-2-carboxamide (300mg), and to the mixture was added methyl iodide (133 μl). The mixture was stirred at room temperature for 16 hours and concentrated under reduced pressure. The residue was recrystallized from ethyl acetate to give 1-[4-(7-phenylnaphthalene-2-carboxamido)-benzyl]-1-methylpiperidinium iodide (Compound 59) (374mg) as pale yellow crystals. Starting materials: CCOC(=O)c1ccc(C=NO)[nH]1, CC(=O)OC(C)=O. The product is CCOC(=O)c1ccc(C#N)[nH]1. RXN SMILES: [CH2:1]([CH3:2])[O:3][C:4](=[O:5])[c:6]1[nH:7][c:8]([CH:11]=[N:12][OH:13])[cH:9][cH:10]1.[CH3:14][C:15]([O:16][C:17](=[O:18])[CH3:19])=[O:20]>>[CH2:1]([CH3:2])[O:3][C:4](=[O:5])[c:6]1[nH:7][c:8]([C:11]#[N:12])[cH:9][cH:10]1. Reactants: N(=NC(=O)N1CCCCC1)C(=O)N1CCCCC1 (1,1′-(Azodicarbonyl)dipiperidine), C(C)OC(COC1=C(C=C(C=C1)SC1=CC(=CC(=C1)C#CCN1CCOCC1)O)C)=O ({4-[3-Hydroxy-5-(3-morpholin-4-yl-prop-1-ynyl)-phenylsulfanyl]-2-methylphenoxy}-acetic acid ethyl ester), CC(CO)C (2-methyl-propan-1-ol), C(CCC)P(CCCC)CCCC (tributylphosphine). Solvent: C1CCOC1 (THF), C1CCOC1 (THF). Reaction conditions: time 16 hour. Product: C(C)OC(COC1=C(C=C(C=C1)SC1=CC(=CC(=C1)C#CCN1CCOCC1)OCC(C)C)C)=O ({4-[3-Isobutoxy-5-(3-morpholin-4-yl-prop-1-ynyl)-phenylsulfanyl]-2-methyl-phenoxy}-acetic Acid Ethyl Ester). Reaction SMILES: [CH2:1]([O:3][C:4](=[O:31])[CH2:5][O:6][C:7]1[CH:12]=[CH:11][C:10]([S:13][C:14]2[CH:19]=[C:18]([C:20]#[C:21][CH2:22][N:23]3[CH2:28][CH2:27][O:26][CH2:25][CH2:24]3)[CH:17]=[C:16]([OH:29])[CH:15]=2)=[CH:9][C:8]=1[CH3:30])[CH3:2].[CH3:32][CH:33]([CH3:36])[CH2:34]O.C(P(CCCC)CCCC)CCC.N(C(N1CCCCC1)=O)=NC(N1CCCCC1)=O>C1COCC1>[CH2:1]([O:3][C:4](=[O:31])[CH2:5][O:6][C:7]1[CH:12]=[CH:11][C:10]([S:13][C:14]2[CH:19]=[C:18]([C:20]#[C:21][CH2:22][N:23]3[CH2:28][CH2:27][O:26][CH2:25][CH2:24]3)[CH:17]=[C:16]([O:29][CH2:32][CH:33]([CH3:36])[CH3:34])[CH:15]=2)=[CH:9][C:8]=1[CH3:30])[CH3:2]. Reported procedure: {4-[3-Hydroxy-5-(3-morpholin-4-yl-prop-1-ynyl)-phenylsulfanyl]-2-methylphenoxy}-acetic acid ethyl ester (250 mg; 0.57 mmol), 2-methyl-propan-1-ol (0.078 mL; 0.85 mmol) and tributylphosphine (0.31 mL; 1.25 mmol) were dissolved in THF (15 mL) in a dried reaction flask under an atmosphere of nitrogen. 1,1′-(Azodicarbonyl)dipiperidine (0.31 g; 1.25 mmol) was dissolved in THF (10 mL) and added to the reaction mixture. After stirring for 16 h the reaction mixture was evaporated to dryness and purified... The reactants are C1(CCCC1)OC=1C=C(C=CC1OC)C=CC=1C=C(C(=O)[O-])C=CC1 (3-[2-[3-(cyclopentyloxy)-4-methoxyphenyl]ethenyl]benzoate), [OH-].[Na+] (NaOH). The solvent is CO (methanol). The product is C1(CCCC1)OC=1C=C(C=CC1OC)C=CC=1C=C(C(=O)O)C=CC1 (3-[2-[3-(Cyclopentyloxy)-4-methoxyphenyl]ethenyl]benzoic Acid). RXN SMILES: [CH:1]1([O:6][C:7]2[CH:8]=[C:9]([CH:15]=[CH:16][C:17]3[CH:18]=[C:19]([CH:23]=[CH:24][CH:25]=3)[C:20]([O-:22])=[O:21])[CH:10]=[CH:11][C:12]=2[O:13][CH3:14])[CH2:5][CH2:4][CH2:3][CH2:2]1.[OH-].[Na+]>CO>[CH:1]1([O:6][C:7]2[CH:8]=[C:9]([CH:15]=[CH:16][C:17]3[CH:18]=[C:19]([CH:23]=[CH:24][CH:25]=3)[C:20]([OH:22])=[O:21])[CH:10]=[CH:11][C:12]=2[O:13][CH3:14])[CH2:2][CH2:3][CH2:4][CH2:5]1 |f:1.2|. Procedure: A mixture of (335 mg, 0.951 mmol, 1.0 eq) methyl, 3-[2-[3-(cyclopentyloxy)-4-methoxyphenyl]ethenyl]benzoate in 8 ml methanol and 1.9 ml (1.90 mmol, 2.0 eq) of 1N NaOH was heated to reflux for 1.5 hours. The reaction mixture was cooled to room temperature, concentrated in vacuo, poured into 100 ml H2O, basified to pH 12, and washed once with ethyl acetate. The aqueous layer was acidified to pH 4 and extracted three times with ethyl acetate. The ethyl acetate extracts were combined, washed once wi... Starting materials: Cc1cc(Br)sc1C(=O)NCc1cccnc1, CN(C)C=O, N#C[Cu]C#N. Yields the product Cc1cc(C#N)sc1C(=O)NCc1cccnc1. RXN SMILES: [Br:1][c:2]1[cH:3][c:4]([CH3:17])[c:5]([C:7](=[O:8])[NH:9][CH2:10][c:11]2[cH:12][n:13][cH:14][cH:15][cH:16]2)[s:6]1.[CH3:23][N:24]([CH3:25])[CH:26]=[O:27].[Cu:18]([C:19]#[N:20])[C:21]#[N:22]>>[c:2]1([C:19]#[N:20])[cH:3][c:4]([CH3:17])[c:5]([C:7](=[O:8])[NH:9][CH2:10][c:11]2[cH:12][n:13][cH:14][cH:15][cH:16]2)[s:6]1. The reactants are CCOC(=O)c1csc(Cc2ccccc2)n1, Cc1ccccc1, Cl, O. Product: OCc1csc(Cc2ccccc2)n1. RXN SMILES: [CH2:1]([c:2]1[cH:3][cH:4][cH:5][cH:6][cH:7]1)[c:8]1[s:9][cH:10][c:11]([C:13](=[O:14])[O:15][CH2:16][CH3:17])[n:12]1.[CH3:20][c:21]1[cH:22][cH:23][cH:24][cH:25][cH:26]1.[ClH:18].[OH2:19]>>[CH2:1]([c:2]1[cH:3][cH:4][cH:5][cH:6][cH:7]1)[c:8]1[s:9][cH:10][c:11]([CH2:13][OH:14])[n:12]1. As a reaction SMILES: [N+:1]([C:4]1[CH:5]=[C:6]2[C:10](=[CH:11][CH:12]=1)[NH:9][CH:8]=[C:7]2[C:13]1[CH2:18][CH2:17][N:16](C(OC(C)(C)C)=O)[CH2:15][CH:14]=1)([O-:3])=[O:2].C(O)(C(F)(F)F)=O>C(Cl)Cl>[N+:1]([C:4]1[CH:5]=[C:6]2[C:10](=[CH:11][CH:12]=1)[NH:9][CH:8]=[C:7]2[C:13]1[CH2:18][CH2:17][NH:16][CH2:15][CH:14]=1)([O-:3])=[O:2]. Product: [N+](=O)([O-])C=1C=C2C(=CNC2=CC1)C=1CCNCC1 (5-nitro-3-(1,2,3,6-tetrahydropyridin-4-yl)-1H-indole). Yield: 98.8%. Reported procedure: A solution of tert-butyl 4-(5-nitro-1H-indol-3-yl)-5,6-dihydropyridine-1(2H)-carboxylate (0.8 g, 2.330 mmol) in CH2Cl2 (16 mL) was treated with TFA (4 mL) at 0° C. and the resulting mixture was stirred at same temperature for 3 h. The reaction was evaporated and crude was basified with 1 N NaOH solution (pH ˜14). The solid was filtered off, washed with water (2×10 mL). The crude was dried under vacuum and treated with 10% ethyl acetate in hexanes (20 mL). The solid was filtered and washed with h... The solvent is C(Cl)Cl (CH2Cl2). The reactants are [N+](=O)([O-])C=1C=C2C(=CNC2=CC1)C1=CCN(CC1)C(=O)OC(C)(C)C (tert-butyl 4-(5-nitro-1H-indol-3-yl)-5,6-dihydropyridine-1(2H)-carboxylate), C(=O)(C(F)(F)F)O (TFA). Conditions: time 3 hour. Reactants: stainless steel, ClC1=CC=C2C(C(=CN(C2=C1)C1=CC=C(C=C1)F)C(=O)OCC)=O (ethyl 7-chloro-1,4-dihydro1-(4-fluorophenyl)-4-oxo-3-quinolinecarboxylate), CN1CSC(=C1)[Sn](C)(C)C (3-methyl-5-trimethylstannylthiazole), dichloro- bis-triphenylphosphine palladium. Solvent: C(C)O (ethanol). Product: FC1=CC=C(C=C1)N1C=C(C(C2=CC=C(C=C12)C1=CN(CS1)C)=O)C(=O)OCC (ethyl 1,4-dihydro-1-(4-fluorophenyl)-7-(3-methyl-5-thiazolyl)-4- oxo-3-quinolinecarboxylate). Yield: 51.8%. Reaction SMILES: Cl[C:2]1[CH:11]=[C:10]2[C:5]([C:6](=[O:24])[C:7]([C:19]([O:21][CH2:22][CH3:23])=[O:20])=[CH:8][N:9]2[C:12]2[CH:17]=[CH:16][C:15]([F:18])=[CH:14][CH:13]=2)=[CH:4][CH:3]=1.[CH3:25][N:26]1[CH:30]=[C:29]([Sn](C)(C)C)[S:28][CH2:27]1>C(O)C>[F:18][C:15]1[CH:14]=[CH:13][C:12]([N:9]2[C:10]3[C:5](=[CH:4][CH:3]=[C:2]([C:29]4[S:28][CH2:27][N:26]([CH3:25])[CH:30]=4)[CH:11]=3)[C:6](=[O:24])[C:7]([C:19]([O:21][CH2:22][CH3:23])=[O:20])=[CH:8]2)=[CH:17][CH:16]=1. Procedure: A mixture of 4.34 g ethyl 7-chloro-1,4-dihydro1-(4-fluorophenyl)-4-oxo-3-quinolinecarboxylate, 6.55 g 3-methyl-5-trimethylstannylthiazole and 1.52 g dichloro- bis-triphenylphosphine palladium in 150 ml absolute ethanol was heated at 150° C. in a stirred stainless steel bomb for about 16 hrs. The product was isolated and chromatographed on silica gel. Elution with 1:1 ethyl acetate/hexane and 100% ethyl acetate gave 2.67 g ethyl 1,4-dihydro-1-(4-fluorophenyl)-7-(3-methyl-5-thiazolyl)-4- oxo-3-qui... Starting materials: OC(=O)C(F)(F)F.NC1(C(OCC1)OCC=1C=C(C(=O)OC)C=C(C1)N(CCC)S(=O)(=O)C)CC1=CC=CC=C1 (methyl 3-{[(3-amino-3-benzyltetrahydrofuran-2-yl)oxy]methyl}-5-[(methylsulfonyl)(propyl)amino]benzoate TFA salt), [Li+].[OH-] (LiOH), Cl (HCl). The solvent is C1CCOC1 (THF), CO (MeOH). Conditions: time 3 hour. Product: NC1(C(OCC1)OCC=1C=C(C(=O)O)C=C(C1)N(CCC)S(=O)(=O)C)CC1=CC=CC=C1 (3-{[(3-amino-3-benzyltetrahydrofuran-2-yl)oxy]methyl}-5-[(methylsulfonyl)(propyl)amino]benzoic acid). RXN SMILES: OC(C(F)(F)F)=O.[NH2:8][C:9]1([CH2:34][C:35]2[CH:40]=[CH:39][CH:38]=[CH:37][CH:36]=2)[CH2:13][CH2:12][O:11][CH:10]1[O:14][CH2:15][C:16]1[CH:17]=[C:18]([CH:23]=[C:24]([N:26]([S:30]([CH3:33])(=[O:32])=[O:31])[CH2:27][CH2:28][CH3:29])[CH:25]=1)[C:19]([O:21]C)=[O:20].[Li+].[OH-].Cl>C1COCC1.CO>[NH2:8][C:9]1([CH2:34][C:35]2[CH:36]=[CH:37][CH:38]=[CH:39][CH:40]=2)[CH2:13][CH2:12][O:11][CH:10]1[O:14][CH2:15][C:16]1[CH:17]=[C:18]([CH:23]=[C:24]([N:26]([S:30]([CH3:33])(=[O:32])=[O:31])[CH2:27][CH2:28][CH3:29])[CH:25]=1)[C:19]([OH:21])=[O:20] |f:0.1,2.3|. Reported procedure: To a solution of methyl 3-{[(3-amino-3-benzyltetrahydrofuran-2-yl)oxy]methyl}-5-[(methylsulfonyl)(propyl)amino]benzoate TFA salt (40 mg, 0.07 mmol) in THF (0.5 mL) and MeOH (0.5 mL) is 1N LiOH (0.6 mL, 0.6 mmol) and the reaction mixture is stirred at RT for 3 h. 1N HCl (0.4 mL, 0.4 mmol) is added and the reaction mixture is concentrated in vacuo to give 3-{[(3-amino-3-benzyltetrahydrofuran-2-yl)oxy]methyl}-5-[(methylsulfonyl)(propyl)amino]benzoic acid as a white solid, used as is in the followin...